This data is from the Open Reaction Database (ORD), a public repository of structured organic reaction records. The task is: describe an organic reaction: reactants, conditions, products, and yield Starting materials: [OH-].[Na+] (sodium hydroxide), COC(C1=CC=C(C=C1)CN(C)CCCCN(CCC)CCC)=O (4-[[(4-dipropylamino-butyl)-methyl-amino]-methyl]-benzoic acid methyl ester), Cl (hydrochloric acid). Run in CO (methanol). Conditions: time 16 hour. Yields the product C(CC)N(CCCCN(C)CC1=CC=C(C(=O)O)C=C1)CCC (4-[[(4-dipropylamino-butyl)-methyl-amino]-methyl]-benzoic acid). Isolated yield 91.0%. As a reaction SMILES: C[O:2][C:3](=[O:24])[C:4]1[CH:9]=[CH:8][C:7]([CH2:10][N:11]([CH2:13][CH2:14][CH2:15][CH2:16][N:17]([CH2:21][CH2:22][CH3:23])[CH2:18][CH2:19][CH3:20])[CH3:12])=[CH:6][CH:5]=1.[OH-].[Na+].Cl>CO>[CH2:21]([N:17]([CH2:18][CH2:19][CH3:20])[CH2:16][CH2:15][CH2:14][CH2:13][N:11]([CH2:10][C:7]1[CH:6]=[CH:5][C:4]([C:3]([OH:24])=[O:2])=[CH:9][CH:8]=1)[CH3:12])[CH2:22][CH3:23] |f:1.2|. Reported procedure: The compound (234 mg) obtained in Example 88-2 was dissolved in methanol (2.5 ml) and added with 1 mol/l sodium hydroxide aqueous solution (2.5 ml) and the whole was stirred at room temperature for 16 hours. After completion of the reaction, the solution was neutralized with a 1 mol/l hydrochloric acid and the solvent was distilled off under reduced pressure. The residue was suspended in ethanol and then a white precipitate was filtrated out. The organic layer was distilled off under reduced pre...